From a dataset of the Open Reaction Database (ORD), a public repository of structured organic reaction records. describe an organic reaction: reactants, conditions, products, and yield The reactants are C(C1=CC=CC=C1)OC1=C(C=CC=C1)C=1N=COC1 (4-(2-Benzyloxyphenyl)oxazole). Reagents/catalysts: [Pd] (palladium on carbon). Solvent: ClCCl (dichloromethane). Reaction conditions: time 8 hour. The product is O1C=NC(=C1)C1=C(C=CC=C1)O (2-(oxazol-4-yl)phenol). Isolated yield 90.0%. Reaction SMILES: C([O:8][C:9]1[CH:14]=[CH:13][CH:12]=[CH:11][C:10]=1[C:15]1[N:16]=[CH:17][O:18][CH:19]=1)C1C=CC=CC=1>ClCCl.[Pd]>[O:18]1[CH:19]=[C:15]([C:10]2[CH:11]=[CH:12][CH:13]=[CH:14][C:9]=2[OH:8])[N:16]=[CH:17]1. Reported procedure: To a solution of the oxazole from above (1.99 g, 7.92 mmol) in dichloromethane (20 ml) is added 10% palladium on carbon (1.99 g). The mixture is put under an atmosphere of hydrogen, stirred at room temperature overnight, then filtered through Celite. The solvent is removed under reduced pressure to give 1.15 g of 2-(oxazol-4-yl)phenol (90%). The reactants are COc1c(C)cc(C(=O)c2c(-c3ccc(OCCBr)cc3)oc3ccccc23)cc1C, CCNCC. Product: CCN(CC)CCOc1ccc(-c2oc3ccccc3c2C(=O)c2cc(C)c(OC)c(C)c2)cc1. Reaction SMILES: [Br:1][CH2:2][CH2:3][O:4][c:5]1[cH:6][cH:7][c:8](-[c:11]2[o:12][c:13]3[c:14]([c:15]2[C:16]([c:17]2[cH:18][c:19]([CH3:26])[c:20]([O:24][CH3:25])[c:21]([CH3:23])[cH:22]2)=[O:27])[cH:28][cH:29][cH:30][cH:31]3)[cH:9][cH:10]1.[CH2:32]([CH3:33])[NH:34][CH2:35][CH3:36]>>[CH2:2]([CH2:3][O:4][c:5]1[cH:6][cH:7][c:8](-[c:11]2[o:12][c:13]3[c:14]([c:15]2[C:16]([c:17]2[cH:18][c:19]([CH3:26])[c:20]([O:24][CH3:25])[c:21]([CH3:23])[cH:22]2)=[O:27])[cH:28][cH:29][cH:30][cH:31]3)[cH:9][cH:10]1)[N:34]([CH2:32][CH3:33])[CH2:35][CH3:36]. Starting materials: 5,6-trans-vitamin D, 5,6-trans-1α-hydroxyvitamin D3, C[C@H](CCCC(C)C)[C@H]1CC[C@@H]\2[C@@]1(CCC/C2=C\C=C/3\C[C@H](C[C@@H](C3=C)O)O)C (1α-hydroxyvitamin D3), O[C@H]1C[C@@H](CC2=CC[C@H]3[C@@H]4CC[C@H]([C@@H](CCCC(C)C)C)[C@]4(CC[C@@H]3[C@@]12C)C)O (1α-hydroxycholesterol). Yields the product C[C@H](/C=C/[C@H](C)C(C)C)[C@H]1CC[C@@H]\2[C@@]1(CCC/C2=C\C=C/3\C[C@H](C[C@@H](C3=C)O)O)C (1α-hydroxyvitamin D2), 5,6-trans-1α-hydroxyvitamin D2. RXN SMILES: [CH3:1][C@@H:2]([C@@H:9]1[C@@:13]2([CH3:29])[CH2:14][CH2:15][CH2:16]/[C:17](=[CH:18]\[CH:19]=[C:20]3\[CH2:21][C@@H:22]([OH:28])[CH2:23][C@H:24]([OH:27])[C:25]\3=[CH2:26])/[C@@H:12]2[CH2:11][CH2:10]1)[CH2:3][CH2:4][CH2:5][CH:6]([CH3:8])[CH3:7].O[C@@H:31]1[C@@]2(C)C(=CC[C@@H]3[C@@H]2CC[C@@]2(C)[C@H]3CC[C@@H]2[C@H](C)CCCC(C)C)C[C@@H](O)C1>>[CH3:1][C@@H:2]([C@@H:9]1[C@@:13]2([CH3:29])[CH2:14][CH2:15][CH2:16]/[C:17](=[CH:18]\[CH:19]=[C:20]3\[CH2:21][C@@H:22]([OH:28])[CH2:23][C@H:24]([OH:27])[C:25]\3=[CH2:26])/[C@@H:12]2[CH2:11][CH2:10]1)/[CH:3]=[CH:4]/[C@@H:5]([CH:6]([CH3:7])[CH3:8])[CH3:31]. Reported procedure: A portion (58.3 mg) of the product from Example 1 is transferred to a 3-necked, 200 ml, round-bottomed flask equipped with a gas dispersion tube, gas exit bubbler and a thermometer. A charge of 150 mg of anthracene in 150 ml of benzene is added and the resulting solution irradiated at 10° C. (cold room) under a steady stream of nitrogen gas using 3-22 watt, circular fluorescent light bulbs. After 42 h of irradiation, TLC indicates the complete disappearance of a spot co-migrating with 5,6-trans-... The reactants are ClC=1C=C(C=CC1C#N)N1N=C2C3=C(CCC2C1C1CCCC1)C=C(C=C3)C(=O)O ((±)-(3SR,3aRS)-2-(3-chloro-4-cyanophenyl)-3-cyclopentyl-3,3a,4,5-tetrahydro-2H-benzo[g]indazole-7-carboxylic acid), C1(CCCCC1)CCO (2-cyclohexylethanol). Product: ClC=1C=C(C=CC1C#N)N1N=C2C3=C(CCC2C1C1CCCC1)C=C(C=C3)C(=O)OCCC3CCCCC3 ((±)-(3SR,3aRS)-2-cyclohexylethyl 2-(3-chloro-4-cyanophenyl)-3-cyclopentyl-3,3a,4,5-tetrahydro-2H-benzo[g]indazole-7-carboxylate). Isolated yield 68.0%. RXN SMILES: [Cl:1][C:2]1[CH:3]=[C:4]([N:10]2[CH:18]([CH:19]3[CH2:23][CH2:22][CH2:21][CH2:20]3)[CH:17]3[C:12]([C:13]4[CH:27]=[CH:26][C:25]([C:28]([OH:30])=[O:29])=[CH:24][C:14]=4[CH2:15][CH2:16]3)=[N:11]2)[CH:5]=[CH:6][C:7]=1[C:8]#[N:9].[CH:31]1([CH2:37][CH2:38]O)[CH2:36][CH2:35][CH2:34][CH2:33][CH2:32]1>>[Cl:1][C:2]1[CH:3]=[C:4]([N:10]2[CH:18]([CH:19]3[CH2:20][CH2:21][CH2:22][CH2:23]3)[CH:17]3[C:12]([C:13]4[CH:27]=[CH:26][C:25]([C:28]([O:30][CH2:38][CH2:37][CH:31]5[CH2:36][CH2:35][CH2:34][CH2:33][CH2:32]5)=[O:29])=[CH:24][C:14]=4[CH2:15][CH2:16]3)=[N:11]2)[CH:5]=[CH:6][C:7]=1[C:8]#[N:9]. Procedure: The title compound was prepared from (±)-(3SR,3aRS)-2-(3-chloro-4-cyanophenyl)-3-cyclopentyl-3,3a,4,5-tetrahydro-2H-benzo[g]indazole-7-carboxylic acid, Example 15 and 2-cyclohexylethanol according to Method E (yellow solid, 172 mg, 0.325 mmol, 68% yield). ES HRMS m/z calc. for C32H37ClN3O2 (M+H) 530.2569, found 530.2534. Reactants: C([O-])([O-])=O.[Na+].[Na+] (sodium carbonate), NC=1C2=C(SC1)C=C(C=C2)F (3-amino-6-fluorobenzo[b]thiophene), Cl.ClC1=CC=NC=C1 (4-chloropyridine hydrochloride), CN1C(CCC1)=O (1-methyl-2-pyrrolidinone), O (water). Product: C(\C=C/C(=O)O)(=O)O.FC=1C=CC2=C(SC=C2NC2=CC=NC=C2)C1 (6-Fluoro-3-(4-pyridinylamino)benzo[b]thiophene maleate). Reaction SMILES: [NH2:1][C:2]1[C:3]2[CH:10]=[CH:9][C:8]([F:11])=[CH:7][C:4]=2[S:5][CH:6]=1.Cl.Cl[C:14]1[CH:19]=[CH:18][N:17]=[CH:16][CH:15]=1.[OH2:20].[C:21](=[O:24])([O-:23])[O-].[Na+].[Na+].CN1C[CH2:31][CH2:30][C:29]1=[O:33]>>[C:29]([OH:33])(=[O:20])/[CH:30]=[CH:31]\[C:21]([OH:23])=[O:24].[F:11][C:8]1[CH:9]=[CH:10][C:3]2[C:2]([NH:1][C:14]3[CH:19]=[CH:18][N:17]=[CH:16][CH:15]=3)=[CH:6][S:5][C:4]=2[CH:7]=1 |f:1.2,4.5.6,8.9|. Reported procedure: A solution of 3-amino-6-fluorobenzo[b]thiophene (7 g) and 4-chloropyridine hydrochloride (7 g) in 200 mL 1-methyl-2-pyrrolidinone was stirred one hour at 80-85° C. and thereafter cooled, stirred with water, basified with sodium carbonate and extracted with ethyl acetate. The organic extract was washed successively with water and a saturated sodium chloride solution and thereafter dried (anhydrous magnesium sulfate), filtered and concentrated to 10 g of a dark oil. This oil was eluted through sil... The reactants are CCOC(=O)N=S(C)(=O)c1cccc(COc2cc3ncnc(NCCO)c3cc2Br)c1, CC[O-], CCO, [Na+]. Yields the product CS(=N)(=O)c1cccc(COc2cc3ncnc(NCCO)c3cc2Br)c1. As a reaction SMILES: [Br:1][c:2]1[cH:3][c:4]2[c:5]([NH:29][CH2:30][CH2:31][OH:32])[n:6][cH:7][n:8][c:9]2[cH:10][c:11]1[O:12][CH2:13][c:14]1[cH:15][c:16]([S:20](=[O:21])(=[N:22][C:23]([O:24][CH2:25][CH3:26])=[O:27])[CH3:28])[cH:17][cH:18][cH:19]1.[CH3:34][CH2:35][O-:36].[CH3:37][CH2:38][OH:39].[Na+:33]>>[Br:1][c:2]1[cH:3][c:4]2[c:5]([NH:29][CH2:30][CH2:31][OH:32])[n:6][cH:7][n:8][c:9]2[cH:10][c:11]1[O:12][CH2:13][c:14]1[cH:15][c:16]([S:20](=[O:21])(=[NH:22])[CH3:28])[cH:17][cH:18][cH:19]1. Starting materials: [F-].C(CCC)[N+](CCCC)(CCCC)CCCC (Tetrabutyl ammonium fluoride), C(C)C12COC(OC1)(OC2)C2=CC=C(C=C2)C#C[Si](C)(C)C (4-ethyl-1-[4-(2-trimethylsilylethynyl)phenyl]-2,6,7-trioxabicyclo[2,2,2]octane). Solvent: O1CCCC1 (tetrahydrofuran). Reaction conditions: time 30 minute. Yields the product C(C)C12COC(OC1)(OC2)C2=CC=C(C=C2)C#C (4-ethyl-1-(4-ethynylphenyl)-2,6,7-trioxabicyclo[2,2,2]octane). Yield: 98.3%. Reaction SMILES: [F-].C([N+](CCCC)(CCCC)CCCC)CCC.[CH2:19]([C:21]12[CH2:28][O:27][C:24]([C:29]3[CH:34]=[CH:33][C:32]([C:35]#[C:36][Si](C)(C)C)=[CH:31][CH:30]=3)([O:25][CH2:26]1)[O:23][CH2:22]2)[CH3:20]>O1CCCC1>[CH2:19]([C:21]12[CH2:26][O:25][C:24]([C:29]3[CH:30]=[CH:31][C:32]([C:35]#[CH:36])=[CH:33][CH:34]=3)([O:23][CH2:22]1)[O:27][CH2:28]2)[CH3:20] |f:0.1|. Reported procedure: Tetrabutyl ammonium fluoride solution (3.3 ml, 1M in tetrahydroforan) was added to a stirred solution of 4-ethyl-1-[4-(2-trimethylsilylethynyl)phenyl]-2,6,7-trioxabicyclo[2,2,2]octane (0.87 gms) in tetrahydrofuran (15 ml). The mixture was stirred for 30 minutes at room temperature when the solvent was removed under vacuum. The residue was taken up in ether and washed with water and brine. The ethereal solution was dried over anhydrous magnesium sulphate and evaporated in vacuo. Recrystallisation...